The task is: describe an organic reaction: reactants, conditions, products, and yield. This data is from the Open Reaction Database (ORD), a public repository of structured organic reaction records. Starting materials: BrCc1ccccc1, O=C([O-])[O-], ClCCl, O=[N+]([O-])c1ccccc1N1CCNCC1, [Na+], [Na+], O. Yields the product O=[N+]([O-])c1ccccc1N1CCN(Cc2ccccc2)CC1. Reaction SMILES: [Br:22][CH2:23][c:24]1[cH:25][cH:26][cH:27][cH:28][cH:29]1.[C:16](=[O:17])([O-:18])[O-:19].[Cl:30][CH2:31][Cl:32].[N+:1](=[O:2])([O-:3])[c:4]1[c:5]([N:10]2[CH2:11][CH2:12][NH:13][CH2:14][CH2:15]2)[cH:6][cH:7][cH:8][cH:9]1.[Na+:20].[Na+:21].[OH2:33]>>[N+:1](=[O:2])([O-:3])[c:4]1[c:5]([N:10]2[CH2:11][CH2:12][N:13]([CH2:23][c:24]3[cH:25][cH:26][cH:27][cH:28][cH:29]3)[CH2:14][CH2:15]2)[cH:6][cH:7][cH:8][cH:9]1. Starting materials: [OH-].[K+] (KOH), COC1=CC(=C(C=C1)C1CCN(CC1)C(=O)OCC1=CC=CC=C1)S(=O)(=O)C (4-(4-methoxy-2-methylsulfonylphenyl)-N-Cbz-piperidine). Run in CCO (EtOH). Product: COC1=CC(=C(C=C1)C1CCNCC1)S(=O)(=O)C (4-(4-Methoxy-2-methylsulfonylphenyl)piperidine). Reaction SMILES: [OH-].[K+].[CH3:3][O:4][C:5]1[CH:10]=[CH:9][C:8]([CH:11]2[CH2:16][CH2:15][N:14](C(OCC3C=CC=CC=3)=O)[CH2:13][CH2:12]2)=[C:7]([S:27]([CH3:30])(=[O:29])=[O:28])[CH:6]=1>CCO>[CH3:3][O:4][C:5]1[CH:10]=[CH:9][C:8]([CH:11]2[CH2:16][CH2:15][NH:14][CH2:13][CH2:12]2)=[C:7]([S:27]([CH3:30])(=[O:29])=[O:28])[CH:6]=1 |f:0.1|. Procedure: To a solution of KOH (1.50 g) in 20 mL of 1:1 EtOH:H20 was added 1.23 g of 4-(4-methoxy-2-methylsulfonylphenyl)-N-Cbz-piperidine. The resulting mixture was heated reflux under N2 atmosphere for 18 h, evaporated, dissolved in 10 mL H2O, and extracted with CHCl3. The organic extracts were combined, dried over Na2SO4, filtered, and concentrated under reduced pressure. The resulting residue was purified by chromatography (20:1 DCM in methanol containing 0.5% aqueous NH4OH). MS m/z 270 (M+H). Starting materials: C1=CC=C(C=C1)P(C2=CC=CC=C2)C3=CC=CC=C3 (PPh3), C(=C)[Si](C)(C)C (vinyltrimethylsilane), BrC1=CC2=C(CS(C2)(=O)=O)C=C1 (5-Bromo-1,3-dihydro-benzo[c]thiophene 2,2-dioxide). Reagents/catalysts: CC(=O)[O-].CC(=O)[O-].[Pd+2] (Pd(OAc)2). The solvent is CN(C)C=O (DMF). Product: C(=C)C1=CC2=C(CS(C2)(=O)=O)C=C1 (5-Vinyl-1,3-dihydro-benzo[c]thiophene 2,2-dioxide). As a reaction SMILES: Br[C:2]1[CH:12]=[CH:11][C:5]2[CH2:6][S:7](=[O:10])(=[O:9])[CH2:8][C:4]=2[CH:3]=1.[CH:13]1C=CC(P(C2C=CC=CC=2)C2C=CC=CC=2)=C[CH:14]=1.C([Si](C)(C)C)=C>CN(C=O)C.CC([O-])=O.CC([O-])=O.[Pd+2]>[CH:13]([C:2]1[CH:12]=[CH:11][C:5]2[CH2:6][S:7](=[O:10])(=[O:9])[CH2:8][C:4]=2[CH:3]=1)=[CH2:14] |f:4.5.6|. Procedure: Under classical Heck reaction conditions, 5-Bromo-1,3-dihydro-benzo[c]thiophene 2,2-dioxide was transformed with PPh3, Pd(OAc)2, TEA, and vinyltrimethylsilane at 90° C. in DMF. The crude product was extracted with CH2Cl2 and concentrated. Deprotection in CH2Cl2/TFA gave the pure product after purification with flash chromatography (CH2Cl2) in high yields. Reactants: OC(CC(C)=O)CCSC1=CC=C(C=C1)C(F)(F)F (4-hydroxy-6-(4-trifluoromethylphenylthio)-2-hexanone), P(O)(O)(O)=O (phosphoric acid). Solvent: C1(=CC=CC=C1)C (toluene). Product: FC(C1=CC=C(C=C1)SCCC=CC(C)=O)(F)F (6-(4-trifluoromethylphenylthio)-3-hexen-2-one). Yield: 84.7%. Reaction SMILES: O[CH:2]([CH2:7][CH2:8][S:9][C:10]1[CH:15]=[CH:14][C:13]([C:16]([F:19])([F:18])[F:17])=[CH:12][CH:11]=1)[CH2:3][C:4](=[O:6])[CH3:5].P(=O)(O)(O)O>C1(C)C=CC=CC=1>[F:18][C:16]([F:17])([F:19])[C:13]1[CH:14]=[CH:15][C:10]([S:9][CH2:8][CH2:7][CH:2]=[CH:3][C:4](=[O:6])[CH3:5])=[CH:11][CH:12]=1. Reported procedure: 3.00 Grams of 4-hydroxy-6-(4-trifluoromethylphenylthio)-2-hexanone were dissolved in 50 ml to toluene, and 0.50 g of 85% phosphoric acid, was added thereto. The resulting mixture was refluxed for 1 hour with stirring. After having been cooled, the mixture was washed with a saturated aqueous sodium hydrogencarbonate solution and then with a saturated aqueous sodium chloride solution. Then the mixture was dried over anhydrous magnesium sulfate. Removing the solvent from the mixture under reduced p... Reactants: CCOC(=O)c1cnc2ccc(Cl)cc2c1, [Na+], C1COCCO1, [OH-]. The product is O=C(O)c1cnc2ccc(Cl)cc2c1. RXN SMILES: [Cl:1][c:2]1[cH:3][c:4]2[cH:5][c:6]([C:12](=[O:13])[O:14][CH2:15][CH3:16])[cH:7][n:8][c:9]2[cH:10][cH:11]1.[Na+:18].[O:19]1[CH2:20][CH2:21][O:22][CH2:23][CH2:24]1.[OH-:17]>>[Cl:1][c:2]1[cH:3][c:4]2[cH:5][c:6]([C:12](=[O:13])[OH:14])[cH:7][n:8][c:9]2[cH:10][cH:11]1. Reactants: ClC1=NC(=NC(=N1)Cl)NC1=C(C(=CC=C1)C)C (2,4-dichloro-6-(2,3-xylidino)-1,3,5-triazine), C(CS)(=O)O (thioglycolic acid), [H-].[Na+] (sodium hydride), Cl (HCl), C(C)OCC (ethyl ether). Run in CN(C)P(=O)(N(C)C)N(C)C (hexamethylphosphorotriamide). Yields the product ClC1=NC(=NC(=N1)NC1=C(C(=CC=C1)C)C)CC(=S)O ([4-Chloro-6-(2,3-xylidino)-2-s-triazinyl]-thioacetic acid). Reaction SMILES: C(O)(=O)C[SH:3].[H-].[Na+].Cl[C:9]1[N:14]=[C:13]([Cl:15])[N:12]=[C:11]([NH:16][C:17]2[CH:22]=[CH:21][CH:20]=[C:19]([CH3:23])[C:18]=2[CH3:24])[N:10]=1.Cl.[CH2:26]([O:28]CC)[CH3:27]>CN(P(N(C)C)(N(C)C)=O)C>[Cl:15][C:13]1[N:12]=[C:11]([NH:16][C:17]2[CH:22]=[CH:21][CH:20]=[C:19]([CH3:23])[C:18]=2[CH3:24])[N:10]=[C:9]([CH2:27][C:26]([OH:28])=[S:3])[N:14]=1 |f:1.2|. Procedure: To a solution of thioglycolic acid (0.076 ml) in hexamethylphosphortriamide (2 ml), 100% sodium hydride (46 mg) is added, at room temperature, stirring for 15'. Then 2,4-dichloro-6-(2,3-xylidino)-1,3,5-triazine (0.26 g) in hexamethylphosphorotriamide (1.5 ml) is added, stirring for 30' more. The reaction mixture is then diluted with ethyl ether (15 ml), added with 10% HCl (7 ml) and stirred for 10'. The orgaic phase is separated, washed with water to neutrality and dried over Na2SO4. By evaporat... Reactants: ice, N1C(=CC=2C1=NC=CC2)C(=O)OC (methyl 1H-pyrrolo[2,3-b]pyridine-2-carboxylate), [H-].[H-].[H-].[H-].[Li+].[Al+3] (LiAlH4). Solvent: C1CCOC1 (THF). Run at time 2 hour. Yields the product N1C(=CC=2C1=NC=CC2)CO ((1H-Pyrrolo[2,3-b]pyridin-2-yl)-methanol). Isolated yield 39.6%. RXN SMILES: [NH:1]1[C:5]2=[N:6][CH:7]=[CH:8][CH:9]=[C:4]2[CH:3]=[C:2]1[C:10](OC)=[O:11].[H-].[H-].[H-].[H-].[Li+].[Al+3]>C1COCC1>[NH:1]1[C:5]2=[N:6][CH:7]=[CH:8][CH:9]=[C:4]2[CH:3]=[C:2]1[CH2:10][OH:11] |f:1.2.3.4.5.6|. Procedure: To an ice-cold solution of methyl 1H-pyrrolo[2,3-b]pyridine-2-carboxylate (300 mg) in THF (4.5 mL) was added LiAlH4 (1.7 mL, 1M in THF). The ice bath was removed and the reaction mixture was stirred at RT for 2 h. LiAlH4 (2.8 mL, 1M in THF) was added and the stirring was pursued for 20 h at RT. DCM and 1M NaOH were added and the phases were separated. The org. layer was dried (Na2SO4) and evaporated in vacuo to afford 100 mg of oil. LC-MS (B): tR=0.34 min; [M+H]+: 149.28.